From a dataset of the Open Reaction Database (ORD), a public repository of structured organic reaction records. describe an organic reaction: reactants, conditions, products, and yield Starting materials: N1[C@H](C(=O)O)CCC1 (L-proline), O=C1N(C(C2=CC=CC=C12)=O)CC=O (2-(1,3-dioxoisoindolin-2-yl)acetaldehyde), CN1C(CCC1)=O (N-methylpyrrolidinone), Et2O Hexanes, C1(CCCCC1)C=O (cyclohexanecarboxaldehyde). The solvent is O (water). Conditions: time 1 hour. The product is C1(CCCCC1)[C@@H]([C@@H](C=O)N1C(C2=CC=CC=C2C1=O)=O)O ((2S,3S)-3-cyclohexyl-2-(1,3-dioxoisoindolin-2-yl)-3-hydroxypropanal). Reaction SMILES: [O:1]=[C:2]1[C:10]2[C:5](=[CH:6][CH:7]=[CH:8][CH:9]=2)[C:4](=[O:11])[N:3]1[CH2:12][CH:13]=[O:14].CN1CCC[C:17]1=[O:21].[CH:22]1(C=O)[CH2:27][CH2:26][CH2:25][CH2:24][CH2:23]1.N1CCC[C@H]1C(O)=O>O>[CH:22]1([C@H:13]([OH:14])[C@H:12]([N:3]2[C:4](=[O:11])[C:5]3[C:10](=[CH:9][CH:8]=[CH:7][CH:6]=3)[C:2]2=[O:1])[CH:17]=[O:21])[CH2:27][CH2:26][CH2:25][CH2:24][CH2:23]1. Reported procedure: 2-(1,3-dioxoisoindolin-2-yl)acetaldehyde (2.04 g, 10.7 mmol) was dissolved into a minimal amount of anhydrous N-methylpyrrolidinone (5.0 mL). Heating was required for full dissolution. The solution was cooled to rt and cyclohexanecarboxaldehyde (5.60 g, 50 mmol) was added. The solution was cooled to 0° C. and solid L-proline (0.40 g, 3.4 mmol) was added in one portion. The reaction was stirred for 1 h at 0° C. and the orange mixture was stored in the refrigerator (6° C.) for 36 h. The crude reac... Starting materials: C(C1=CC=CC=C1)(C1=CC=CC=C1)N1CC(C1)(C#N)O[Si](C)(C)C (1-Benzhydryl-3-(trimethylsilyloxy)azetidine-3-carbonitrile), S(O)(O)(=O)=O (sulfuric acid), O1CCOCC1 (1,4-dioxane). Run at temperature 95 celsius. The product is C(C1=CC=CC=C1)(C1=CC=CC=C1)N1CC(C1)(C(=O)O)O (1-benzhydryl-3-hydroxyazetidine-3-carboxylic acid). As a reaction SMILES: [CH:1]([N:14]1[CH2:17]C(O[Si](C)(C)C)(C#N)[CH2:15]1)([C:8]1[CH:13]=[CH:12][CH:11]=[CH:10][CH:9]=1)[C:2]1[CH:7]=[CH:6][CH:5]=[CH:4][CH:3]=1.S(=O)(=O)(O)[OH:26].[O:30]1[CH2:35][CH2:34][O:33]CC1>>[CH:1]([N:14]1[CH2:15][C:34]([OH:33])([C:35]([OH:30])=[O:26])[CH2:17]1)([C:8]1[CH:9]=[CH:10][CH:11]=[CH:12][CH:13]=1)[C:2]1[CH:7]=[CH:6][CH:5]=[CH:4][CH:3]=1. Reported procedure: 1-Benzhydryl-3-(trimethylsilyloxy)azetidine-3-carbonitrile (2.85 g, 8.47 mmol) was taken up in a 1:1 mixture of 1,4-dioxane (30 mL) and 60% aqueous sulfuric acid (30 mL). The mixture was heated to 95° C. for 1 h. The solvent was removed and the residue was taken to pH 7 using 5N NaOH. The solid was isolated by filtration, rinsed with Et2O to give 1-benzhydryl-3-hydroxyazetidine-3-carboxylic acid. 1H NMR (300 MHz, DMSO-d6) δ ppm 7.36-7.47 (m, 4H), 7.22-7.33 (m, 4H), 7.13-7.23 (m, 2H), 4.52 (s, 1H... The reactants are C1(=CC=CC=C1)[Mg]Cl (phenylmagnesium chloride), solution, C1CCOC1 (THF), NC1=NC2=CC=C(C=C2C=C1N1CCOCC1)C1=C(C#N)C=CC=C1C (2-(2-amino-3-morpholinoquinolin-6-yl)-3-methylbenzonitrile). Run at temperature 60 celsius. The product is N=C(C1=C(C(=CC=C1)C)C=1C=C2C=C(C(=NC2=CC1)N)N1CCOCC1)C1=CC=CC=C1 (6-(2-(imino(phenyl)methyl)-6-methylphenyl)-3-morpholinoquinolin-2-amine). Reaction SMILES: [NH2:1][C:2]1[C:11]([N:12]2[CH2:17][CH2:16][O:15][CH2:14][CH2:13]2)=[CH:10][C:9]2[C:4](=[CH:5][CH:6]=[C:7]([C:18]3[C:25]([CH3:26])=[CH:24][CH:23]=[CH:22][C:19]=3[C:20]#[N:21])[CH:8]=2)[N:3]=1.[C:27]1([Mg]Cl)[CH:32]=[CH:31][CH:30]=[CH:29][CH:28]=1.C1COCC1>>[NH:21]=[C:20]([C:27]1[CH:32]=[CH:31][CH:30]=[CH:29][CH:28]=1)[C:19]1[CH:22]=[CH:23][CH:24]=[C:25]([CH3:26])[C:18]=1[C:7]1[CH:8]=[C:9]2[C:4](=[CH:5][CH:6]=1)[N:3]=[C:2]([NH2:1])[C:11]([N:12]1[CH2:13][CH2:14][O:15][CH2:16][CH2:17]1)=[CH:10]2. Reported procedure: To a sealed vessel containing 2-(2-amino-3-morpholinoquinolin-6-yl)-3-methylbenzonitrile (0.10 g, 0.290 mmol, prepared as in Example 14, Step 1) was added phenylmagnesium chloride, 2.0M solution in THF (0.58 mL, 1.161 mmol). The mixture was sonicated until all solids were in solution and then warmed vessel to 60° C. for 15 h. The reaction mixture was cooled to RT and divided into two portions. The imine solution was concentrated in vacuo. The residue was taken up in 2.5 mL MeOH and purified by H... The reactants are Intermediate 71, [Li]CCCC (n-BuLi), O=C1CN(CCC1)C(=O)OC(C)(C)C (tert-butyl 3-oxopiperidine-1-carboxylate), [Br-].C1(=CC=CC=C1)[PH+](C1=CC=CC=C1)C1=CC=CC=C1 (triphenylphosphonium bromide). Conditions: time 3 minute. Yields the product C=C1CN(CCC1)C(=O)OC(C)(C)C (tert-Butyl 3-methylenepiperidine-1-carboxylate). Reaction SMILES: O=[C:2]1[CH2:7][CH2:6][CH2:5][N:4]([C:8]([O:10][C:11]([CH3:14])([CH3:13])[CH3:12])=[O:9])[CH2:3]1.[Br-].[C:16]1([PH+](C2C=CC=CC=2)C2C=CC=CC=2)C=CC=CC=1.[Li]CCCC>>[CH2:16]=[C:2]1[CH2:7][CH2:6][CH2:5][N:4]([C:8]([O:10][C:11]([CH3:14])([CH3:13])[CH3:12])=[O:9])[CH2:3]1 |f:1.2|. Reported procedure: The title compound was prepared according to the procedure of Intermediate 71 starting from tert-butyl 3-oxopiperidine-1-carboxylate (1 g, 5.0 mmol), triphenylphosphonium bromide (2.69 g, 7.5 mmol) and n-BuLi (1.8 M; 4.2 mL, 7.5 mmol). Yield: 0.28 g (28%) after purification by flash chromatography with 10% isohexane in DCM as eluent. HPLC purity 95%, RT=2.43 min (System A; 10-97% MeCN over 3 min); 90%, RT=2.38 min (System B; 10-97% MeCN over 3 min). 1H NMR (400 MHz, CDCl3) δ ppm 1.41-1.48 (m, 9H... The reactants are ice water, [OH-].[Na+] (NaOH), CNC(C(Cl)(Cl)Cl)=O (N-methyltrichloro-acetamide), ClC=1C=CC(=C(C(=O)NCCC=2SC(=CC2)S(N)(=O)=O)C1)OC (2-[2-(5-chloro-2-methoxybenzoylamino)ethyl]-5-sulfamoyl-thiophene). Run in CS(=O)C (DMSO). Conditions: temperature 65 celsius, time 1.5 hour. Product: ClC=1C=CC(=C(C(=O)NCCC=2SC(=CC2)S(=O)(=O)NC(=O)NC)C1)OC ((2-(5-Chloro-2-methoxybenzoylamino)ethyl]-5-(methylaminocarbonylaminosulfonyl)thiophene). As a reaction SMILES: [OH-].[Na+].[CH3:3][NH:4][C:5](=[O:10])C(Cl)(Cl)Cl.[Cl:11][C:12]1[CH:13]=[CH:14][C:15]([O:32][CH3:33])=[C:16]([CH:31]=1)[C:17]([NH:19][CH2:20][CH2:21][C:22]1[S:23][C:24]([S:27](=[O:30])(=[O:29])[NH2:28])=[CH:25][CH:26]=1)=[O:18]>CS(C)=O>[Cl:11][C:12]1[CH:13]=[CH:14][C:15]([O:32][CH3:33])=[C:16]([CH:31]=1)[C:17]([NH:19][CH2:20][CH2:21][C:22]1[S:23][C:24]([S:27]([NH:28][C:5]([NH:4][CH3:3])=[O:10])(=[O:29])=[O:30])=[CH:25][CH:26]=1)=[O:18] |f:0.1|. Procedure: 120 mg of powdered NaOH and 141 mg of N-methyltrichloro-acetamide (0.8 mmol) were added to 299 mg (0.8 mmol) of 2-[2-(5-chloro-2-methoxybenzoylamino)ethyl]-5-sulfamoyl-thiophene in 9 ml of DMSO. The mixture was stir 65° C. for 1.5 hours. After cooling, it was stirred into ice water of pH 2. The precipitate was filtered off with suction and taken up in CH2Cl2, and the solution was washed with water and dried using MgSO4. After evaporating the solvent, a yellow-brown crude product remained which, ... The reactants are Clc1ccc2c(c1)C=Cc1cc(Br)ccc1CN2, CS(=O)(=O)Cl, CC(Cl)Cl, c1ccncc1. Yields the product CS(=O)(=O)N1Cc2ccc(Br)cc2C=Cc2cc(Cl)ccc21. RXN SMILES: [Br:1][c:2]1[cH:3][cH:4][c:5]2[c:6]([cH:18]1)[CH:7]=[CH:8][c:9]1[c:10]([cH:13][cH:14][c:15]([Cl:17])[cH:16]1)[NH:11][CH2:12]2.[CH3:25][S:26]([Cl:27])(=[O:28])=[O:29].[Cl:30][CH:31]([Cl:32])[CH3:33].[cH:19]1[cH:20][cH:21][n:22][cH:23][cH:24]1>>[Br:1][c:2]1[cH:3][cH:4][c:5]2[c:6]([cH:18]1)[CH:7]=[CH:8][c:9]1[c:10]([cH:13][cH:14][c:15]([Cl:17])[cH:16]1)[N:11]([S:26]([CH3:25])(=[O:28])=[O:29])[CH2:12]2. Starting materials: C(C)(C)(C)N=C=O (tert-butyl isocyanate), BrC=1C=C2C(=NC1)C(C1=C(CC2)C=C(C=C1)Cl)N1CCN(CC1)C(CC1CCNCC1)=O (1-(3-Bromo-8-chloro-6,11-dihydro-5H-benzo[5,6]cyclohepta[1,2-b]pyridin-11-yl)-4-[(4-piperidinyl)acetyl]piperazine), C(C)(C)(C)N=C=O (tert-butyl isocyanate). Solvent: ClCCl (dichloromethane). Reaction conditions: temperature 25 celsius, time 47 hour. The product is BrC=1C=C2C(=NC1)C(C1=C(CC2)C=C(C=C1)Cl)N1CCN(CC1)C(CC1CCN(CC1)C(=O)NC(C)(C)C)=O (4-[2-[4-(3-Bromo-8-chloro-6,11-dihydro-5H-benzo[5,6]cyclohepta[1,2-b]pyridin-11-yl)-1-piperazinyl]-2-oxoethyl]-N-(1,1-dimethylethyl)-1-piperidinecarboxamide). Yield: 85.5%. As a reaction SMILES: [Br:1][C:2]1[CH:3]=[C:4]2[CH2:12][CH2:11][C:10]3[CH:13]=[C:14]([Cl:17])[CH:15]=[CH:16][C:9]=3[CH:8]([N:18]3[CH2:23][CH2:22][N:21]([C:24](=[O:32])[CH2:25][CH:26]4[CH2:31][CH2:30][NH:29][CH2:28][CH2:27]4)[CH2:20][CH2:19]3)[C:5]2=[N:6][CH:7]=1.[C:33]([N:37]=[C:38]=[O:39])([CH3:36])([CH3:35])[CH3:34]>ClCCl>[Br:1][C:2]1[CH:3]=[C:4]2[CH2:12][CH2:11][C:10]3[CH:13]=[C:14]([Cl:17])[CH:15]=[CH:16][C:9]=3[CH:8]([N:18]3[CH2:19][CH2:20][N:21]([C:24](=[O:32])[CH2:25][CH:26]4[CH2:31][CH2:30][N:29]([C:38]([NH:37][C:33]([CH3:36])([CH3:35])[CH3:34])=[O:39])[CH2:28][CH2:27]4)[CH2:22][CH2:23]3)[C:5]2=[N:6][CH:7]=1. Procedure: 1-(3-Bromo-8-chloro-6,11-dihydro-5H-benzo[5,6]cyclohepta[1,2-b]pyridin-11-yl)-4-[(4-piperidinyl)acetyl]piperazine (Preparative Example 10) (500 mg, 0.8 mmoles) was dissolved in anhydrous dichloromethane (5 ml) and tert-butyl isocyanate (383.8 mg, 3.2 mmoles) was added. The mixture was stirred under argon at 25° C. for 47 h. Additional tert-butyl isocyanate (191.4 mg, 1.6 mmoles) was added and the reaction was stirred for a total of 144 h. The solution was heated at 74° C. for 5 h and the stirred...